From a dataset of the Open Reaction Database (ORD), a public repository of structured organic reaction records. describe an organic reaction: reactants, conditions, products, and yield Reactants: C(C)(=O)OCC.CCCCCC (ethyl acetate hexane), S(O)(O)(=O)=O (Sulfuric acid), NC1=CC=C(C=C1)C (p-toluidine), [N+](=O)(O)[O-].NC(=O)N (Urea nitrate). The solvent is [OH-].[Na+] (NaOH). Yields the product N1N=CC2=CC(=CC=C12)C(C(=O)O)C (2-(1H-indazol-5-yl)propanoic acid). Yield: 88.0%. As a reaction SMILES: S(=O)(=O)(O)O.[NH2:6][C:7]1[CH:12]=[CH:11][C:10]([CH3:13])=[CH:9][CH:8]=1.[N+]([O-])(O)=O.N[C:19]([NH2:21])=O.[C:22]([O:25]CC)(=[O:24])C.[CH3:28]CCCCC>[OH-].[Na+]>[NH:6]1[C:7]2[C:12](=[CH:11][C:10]([CH:13]([CH3:28])[C:22]([OH:25])=[O:24])=[CH:9][CH:8]=2)[CH:19]=[N:21]1 |f:2.3,4.5,6.7|. Procedure: Sulfuric acid (365.8 g, 3.73 mol, 10 eq) was added drop wise to p-toluidine (40 g, 0.37 mol) at it and stirred the contents to obtain a clear solution. Then Urea nitrate (45.5 g, 0.37 mol, 1 eq) was added at 0-10° C. and stirred the reaction mass for 30 min at the same temperature. Progress of the reaction was monitored by TLC (30% ethyl acetate/hexane, Rf˜0.5). On completion of the reaction, reaction mixture was quenched with ice water and the solid formed was filtered. Solid obtained was taken... Starting materials: CC(=O)OCc1c(B2OC(C)(C)C(C)(C)O2)cccc1-n1ncc2cc(C(C)(C)C)cc(F)c2c1=O, CC(C)N1CCN(c2ccc(Nc3cc(Cl)nn(C)c3=O)nc2)CC1, O=C(C=Cc1ccccc1)C=Cc1ccccc1, C1COCCO1, O=C(C=Cc1ccccc1)C=Cc1ccccc1, O=C(C=Cc1ccccc1)C=Cc1ccccc1, O, [Pd], [Pd]. Yields the product CC(=O)OCc1c(-c2cc(Nc3ccc(N4CCN(C(C)C)CC4)cn3)c(=O)n(C)n2)cccc1-n1ncc2cc(C(C)(C)C)cc(F)c2c1=O. RXN SMILES: [C:26]([CH3:27])(=[O:28])[O:29][CH2:30][c:31]1[c:32](-[n:46]2[c:47](=[O:61])[c:48]3[c:49]([F:60])[cH:50][c:51]([C:56]([CH3:57])([CH3:58])[CH3:59])[cH:52][c:53]3[cH:54][n:55]2)[cH:33][cH:34][cH:35][c:36]1[B:37]1[O:38][C:39]([CH3:40])([CH3:41])[C:42]([CH3:43])([CH3:44])[O:45]1.[Cl:1][c:2]1[cH:3][c:4]([NH:10][c:11]2[n:12][cH:13][c:14]([N:17]3[CH2:18][CH2:19][N:20]([CH:23]([CH3:24])[CH3:25])[CH2:21][CH2:22]3)[cH:15][cH:16]2)[c:5](=[O:9])[n:6]([CH3:8])[n:7]1.[O:107]=[C:108]([CH:109]=[CH:110][c:111]1[cH:112][cH:113][cH:114][cH:115][cH:116]1)[CH:117]=[CH:118][c:119]1[cH:120][cH:121][cH:122][cH:123][cH:124]1.[O:62]1[CH2:63][CH2:64][O:65][CH2:66][CH2:67]1.[O:71]=[C:72]([CH:73]=[CH:74][c:75]1[cH:76][cH:77][cH:78][cH:79][cH:80]1)[CH:81]=[CH:82][c:83]1[cH:84][cH:85][cH:86][cH:87][cH:88]1.[O:89]=[C:90]([CH:91]=[CH:92][c:93]1[cH:94][cH:95][cH:96][cH:97][cH:98]1)[CH:99]=[CH:100][c:101]1[cH:102][cH:103][cH:104][cH:105][cH:106]1.[OH2:68].[Pd:69].[Pd:70]>>[c:2]1(-[c:36]2[c:31]([CH2:30][O:29][C:26]([CH3:27])=[O:28])[c:32](-[n:46]3[c:47](=[O:61])[c:48]4[c:49]([F:60])[cH:50][c:51]([C:56]([CH3:57])([CH3:58])[CH3:59])[cH:52][c:53]4[cH:54][n:55]3)[cH:33][cH:34][cH:35]2)[cH:3][c:4]([NH:10][c:11]2[n:12][cH:13][c:14]([N:17]3[CH2:18][CH2:19][N:20]([CH:23]([CH3:24])[CH3:25])[CH2:21][CH2:22]3)[cH:15][cH:16]2)[c:5](=[O:9])[n:6]([CH3:8])[n:7]1.